This data is from the Open Reaction Database (ORD), a public repository of structured organic reaction records. The task is: describe an organic reaction: reactants, conditions, products, and yield Starting materials: [OH-].[NH4+] (ammonium hydroxide), Cl.NC1=CC(=C(C(=O)NCCN(CC)CC)C=C1Cl)O (4-amino-5-chloro-N-[2-(diethylamino)ethyl]-2-hydroxybenzamide hydrochloride). The solvent is O (water). Reaction conditions: time 5 minute. The product is NC1=CC(=C(C(=O)NCCN(CC)CC)C=C1Cl)O (4-Amino-5-chloro-N-[2-(diethylamino)ethyl]-2-hydroxybenzamide). As a reaction SMILES: [OH-].[NH4+].Cl.[NH2:4][C:5]1[C:20]([Cl:21])=[CH:19][C:8]([C:9]([NH:11][CH2:12][CH2:13][N:14]([CH2:17][CH3:18])[CH2:15][CH3:16])=[O:10])=[C:7]([OH:22])[CH:6]=1>O>[NH2:4][C:5]1[C:20]([Cl:21])=[CH:19][C:8]([C:9]([NH:11][CH2:12][CH2:13][N:14]([CH2:15][CH3:16])[CH2:17][CH3:18])=[O:10])=[C:7]([OH:22])[CH:6]=1 |f:0.1,2.3|. Procedure details: To stirred concentrated ammonium hydroxide (6 ml) was added 4-amino-5-chloro-N-[2-(diethylamino)ethyl]-2-hydroxybenzamide hydrochloride (3.0 grams, 0.0093 mole) and the mixture stirred an additional five minutes followed by the addition of three to four ml of water and another five minute stirring. After filtration the solid was washed two times with three ml of water each time to give, after drying, 2.37 g of the title compound, mp 134°-136° C. NMR spectrum (90 MHz) in CDCl3 gave the following ... Reactants: N (NH3), BrC=1C=CC=2N(C3=CC=C(C=C3C2C1)Br)CC1OC1 (3,6-dibromo-9-(oxiran-2-ylmethyl)-9H-carbazole). Conditions: temperature 100 celsius, time 1 hour. The product is NCC(CN1C2=CC=C(C=C2C=2C=C(C=CC12)Br)Br)O (1-amino-3-(3,6-dibromo-9H-carbazol-9-yl)propan-2-ol). Isolated yield 65.4%. Reaction SMILES: [NH3:1].[Br:2][C:3]1[CH:4]=[CH:5][C:6]2[N:7]([CH2:17][CH:18]3[CH2:20][O:19]3)[C:8]3[C:13]([C:14]=2[CH:15]=1)=[CH:12][C:11]([Br:16])=[CH:10][CH:9]=3>>[NH2:1][CH2:20][CH:18]([OH:19])[CH2:17][N:7]1[C:6]2[CH:5]=[CH:4][C:3]([Br:2])=[CH:15][C:14]=2[C:13]2[C:8]1=[CH:9][CH:10]=[C:11]([Br:16])[CH:12]=2. Reported procedure: A solution of NH3 (9.4 mL of 7M in MeOH, 65.6 mmol) was added to 3,6-dibromo-9-(oxiran-2-ylmethyl)-9H-carbazole (0.500 g, 1.31 mmol). The vial was tightly sealed and the reaction mixture was heated to 100° C. and stirred for 1 hour. Volatile components were removed under vacuum. The residue was suspended in CH2Cl2 and the white precipitate was filtered. The filtrate was saved and CH2Cl2 was removed under vacuum to afford 0.3413 g white solid as crude product, which contained about 50% unidentifi... Starting materials: CCCSCc1nc2ccccc2n1Cc1ccc(-c2ccccc2C(=O)O)cc1, CC(=O)O, OO. Yields the product CCCS(=O)Cc1nc2ccccc2n1Cc1ccc(-c2ccccc2C(=O)O)cc1. Reaction SMILES: [CH2:1]([CH2:2][CH3:3])[S:4][CH2:5][c:6]1[n:7][c:8]2[c:9]([n:10]1[CH2:11][c:12]1[cH:13][cH:14][c:15](-[c:18]3[c:19]([C:24](=[O:25])[OH:26])[cH:20][cH:21][cH:22][cH:23]3)[cH:16][cH:17]1)[cH:27][cH:28][cH:29][cH:30]2.[CH3:33][C:34](=[O:35])[OH:36].[OH:31][OH:32]>>[CH2:1]([CH2:2][CH3:3])[S:4]([CH2:5][c:6]1[n:7][c:8]2[c:9]([n:10]1[CH2:11][c:12]1[cH:13][cH:14][c:15](-[c:18]3[c:19]([C:24](=[O:25])[OH:26])[cH:20][cH:21][cH:22][cH:23]3)[cH:16][cH:17]1)[cH:27][cH:28][cH:29][cH:30]2)=[O:31]. The reactants are N#CCNC(=O)C1CC(S(=O)(=O)c2ccccc2Cl)CN1, Cl, O=C1COC1. The product is N#CCNC(=O)C1CC(S(=O)(=O)c2ccccc2Cl)CN1C1COC1. As a reaction SMILES: [C:2](#[N:3])[CH2:4][NH:5][C:6](=[O:7])[CH:8]1[NH:9][CH2:10][CH:11]([S:13](=[O:14])(=[O:15])[c:16]2[c:17]([Cl:22])[cH:18][cH:19][cH:20][cH:21]2)[CH2:12]1.[ClH:1].[O:23]1[CH2:24][C:25](=[O:27])[CH2:26]1>>[C:2](#[N:3])[CH2:4][NH:5][C:6](=[O:7])[CH:8]1[N:9]([CH:25]2[CH2:24][O:23][CH2:26]2)[CH2:10][CH:11]([S:13](=[O:14])(=[O:15])[c:16]2[c:17]([Cl:22])[cH:18][cH:19][cH:20][cH:21]2)[CH2:12]1. Reactants: [BH4-], CO, [Na+], O=C1CCc2ccccc2O1. The product is OC1CCc2ccccc2O1. As a reaction SMILES: [BH4-:12].[CH3:14][OH:15].[Na+:13].[O:1]1[C:2](=[O:11])[CH2:3][CH2:4][c:5]2[cH:6][cH:7][cH:8][cH:9][c:10]21>>[O:1]1[CH:2]([OH:11])[CH2:3][CH2:4][c:5]2[cH:6][cH:7][cH:8][cH:9][c:10]21. Reactants: ClC=1C=CC2=C(C(=NCC(=N2)NN)C2=C(C=CC=C2)Cl)C1 (7-chloro-2-hydrazino-5-(o-chlorophenyl)-3H-1,4-benzodiazepine), ClCC(CO)=O (1-chloro-3-hydroxypropanone). Solvent: O1CCCC1 (tetrahydrofuran). The product is ClC=1C=CC2=C(C(=NCC(=N2)NN=C(CCl)CO)C2=C(C=CC=C2)Cl)C1 (7-chloro-2-[[2-chloro-1-(hydroxymethyl)ethylidene]hydrazino]-5-(o-chlorophenyl)-3H-1,4-benzodiazepine). RXN SMILES: [Cl:1][C:2]1[CH:3]=[CH:4][C:5]2[N:11]=[C:10]([NH:12][NH2:13])[CH2:9][N:8]=[C:7]([C:14]3[CH:19]=[CH:18][CH:17]=[CH:16][C:15]=3[Cl:20])[C:6]=2[CH:21]=1.[Cl:22][CH2:23][C:24](=O)[CH2:25][OH:26]>O1CCCC1>[Cl:1][C:2]1[CH:3]=[CH:4][C:5]2[N:11]=[C:10]([NH:12][N:13]=[C:24]([CH2:25][OH:26])[CH2:23][Cl:22])[CH2:9][N:8]=[C:7]([C:14]3[CH:19]=[CH:18][CH:17]=[CH:16][C:15]=3[Cl:20])[C:6]=2[CH:21]=1. Reported procedure: In the manner given in Example 1, 7-chloro-2-hydrazino-5-(o-chlorophenyl)-3H-1,4-benzodiazepine in tetrahydrofuran can be treated with 1-chloro-3-hydroxypropanone under nitrogen to give 7-chloro-2-[[2-chloro-1-(hydroxymethyl)ethylidene]hydrazino]-5-(o-chlorophenyl)-3H-1,4-benzodiazepine. Starting materials: C(C)(C)[N-]C(C)C.[Li+] (Lithium diisopropylamide), C(C)=NC1CCCCC1 (N-ethylidenecyclohexanamine), O1CCCC1 (tetrahydrofuran), FC1=CC=C(C=C1)C(=C(C=O)C(C)C)C1=CC=C(C=C1)F (3,3-bis(4-fluorophenyl)-2-(1-methylethyl)propenal). Reaction conditions: temperature -70 celsius, time 30 minute. The product is FC1=CC=C(C=C1)C(=C(C=CC=O)C(C)C)C1=CC=C(C=C1)F (5,5-bis(4-fluorophenyl)-4-(1-methylethyl)-2,4-pentadienal). Procedure: Lithium diisopropylamide (9 mL of 1.8M solution, 15 mmol) was added to N-ethylidenecyclohexanamine (7.5 mL of 2M solution, 15 mmol) in tetrahydrofuran at -40° C. After stirring for 30 minutes and cooling to -70° C., 3,3-bis(4-fluorophenyl)-2-(1-methylethyl)propenal (1.43 g, 5.0 mmol) was added. The reaction was stirred -70° for 1.5 hrs. and quenched with 2N hydrochloric acid. The mixture was extracted with diethyl ether and the extracts concentrated in vacuo. The residue was stirred for 64 hours... RXN SMILES: C([N-]C(C)C)(C)C.[Li+].C(=NC1CCCCC1)C.[F:18][C:19]1[CH:24]=[CH:23][C:22]([C:25]([C:32]2[CH:37]=[CH:36][C:35]([F:38])=[CH:34][CH:33]=2)=[C:26]([CH:29]([CH3:31])[CH3:30])C=O)=[CH:21][CH:20]=1.[O:39]1C[CH2:42][CH2:41][CH2:40]1>>[F:38][C:35]1[CH:34]=[CH:33][C:32]([C:25]([C:22]2[CH:23]=[CH:24][C:19]([F:18])=[CH:20][CH:21]=2)=[C:26]([CH:29]([CH3:31])[CH3:30])[CH:42]=[CH:41][CH:40]=[O:39])=[CH:37][CH:36]=1 |f:0.1|. Reactants: COc1ccc2cc(C3(O)CCN(Cc4ccccc4)CC3)ccc2c1, CO, [H][H]. Yields the product COc1ccc2cc(C3(O)CCNCC3)ccc2c1. Reaction SMILES: [CH2:1]([c:2]1[cH:3][cH:4][cH:5][cH:6][cH:7]1)[N:8]1[CH2:9][CH2:10][C:11]([c:14]2[cH:15][c:16]3[cH:17][cH:18][c:19]([O:24][CH3:25])[cH:20][c:21]3[cH:22][cH:23]2)([OH:26])[CH2:12][CH2:13]1.[CH3:29][OH:30].[H:27][H:28]>>[NH:8]1[CH2:9][CH2:10][C:11]([c:14]2[cH:15][c:16]3[cH:17][cH:18][c:19]([O:24][CH3:25])[cH:20][c:21]3[cH:22][cH:23]2)([OH:26])[CH2:12][CH2:13]1. The reactants are Fc1ccccc1Br, O=[N+]([O-])c1ccc(-n2ccnc2-c2ccccc2)cc1. Reagents/catalysts: CC(C)(C)c1ccc(-c2ccc(C(C)(C)C)cc2)cc1 (4,4'-di-tert-butylbiphenyl), CC(C)(C)C(=O)[O-].[K+] (KOPiv), Cl[Pd]CC=C.C=CC[Pd]Cl ([Pd(allyl)Cl]2), CN(C)c1ccc(P(C2CCCCC2)C2CCCCC2)cc1 (A-caPhos). Solvent: CC(=O)N(C)C (DMA), CC(=O)N(C)C (DMA), CC(=O)N(C)C (DMA). Conditions: temperature 120 celsius, time 24 hour. Yields the product O=[N+]([O-])c1ccc(-n2c(-c3ccccc3F)cnc2-c2ccccc2)cc1. Yield: 15.2%.